From a dataset of the Open Reaction Database (ORD), a public repository of structured organic reaction records. describe an organic reaction: reactants, conditions, products, and yield The reactants are C(OCC)(OCC)OCC (triethyl orthoformate), N(=[N+]=[N-])[Si](C)(C)C (azidotrimethylsilane), FC(C(=O)O[Si](C)(C)C)(F)F (Trimethylsilyl trifluoroacetate), NC=1C=CC(=NC1C)CC(=O)OCC (ethyl 2-(5-amino-6-methylpyridin-2-yl)acetate). Solvent: C(C)(=O)OCC (ethyl acetate), [Cl-].[Na+].O (brine). Conditions: time 5 minute. Product: CC1=C(C=CC(=N1)CC(=O)OCC)N1N=NN=C1 (ethyl 2-(6-methyl-5-(1H-tetrazol-1-yl)pyridin-2-yl)acetate). RXN SMILES: FC(F)(F)C(O[Si](C)(C)C)=O.[NH2:12][C:13]1[CH:14]=[CH:15][C:16]([CH2:20][C:21]([O:23][CH2:24][CH3:25])=[O:22])=[N:17][C:18]=1[CH3:19].[CH:26](OCC)(OCC)OCC.[N:36]([Si](C)(C)C)=[N+:37]=[N-:38]>C(OCC)(=O)C.[Cl-].[Na+].O>[CH3:19][C:18]1[N:17]=[C:16]([CH2:20][C:21]([O:23][CH2:24][CH3:25])=[O:22])[CH:15]=[CH:14][C:13]=1[N:12]1[CH:26]=[N:36][N:37]=[N:38]1 |f:5.6.7|. Procedure details: Trimethylsilyl trifluoroacetate (1.010 ml, 5.85 mmol) was added to a suspension of ethyl 2-(5-amino-6-methylpyridin-2-yl)acetate (710 mg, 3.66 mmol) in ethyl acetate (20 ml). The mixture was stirred for 5 mins then added triethyl orthoformate (1.096 ml, 6.58 mmol). Stirred for another 5 mins then added azidotrimethylsilane (0.817 ml, 6.21 mmol). The reaction was stirred overnight. The reaction was poured into brine and extracted with ethyl acetate. The ethyl acetate was separated, dried over Na2... The solvent is CCOCC (ether), C(C)OCC (diethyl ether). Reported procedure: To a suspension of lithium aluminium hydride (80 mg, 2 mmol) in diethyl ether (15 mL) was added 4,4-dimethylcholesta-5,16-dien-3-one (220 mg, 0.5 mmol) in 10 mL ether and the whole was stirred for 1.5 hours. Water was added and the solution filtered through a plug of Celite. The aqueous phase was extracted with ether, washed with 4N HCl, brine, dried over magnesium sulphate and concentrated under reduced pressure to give 3β-hydroxy-4,4-dimethylcholesta-5,16-diene (220 mg). The product is O[C@@H]1C(C2=CC[C@H]3[C@@H]4CC=C([C@@H](CCCC(C)C)C)[C@]4(CC[C@@H]3[C@]2(CC1)C)C)(C)C (3β-hydroxy-4,4-dimethylcholesta-5,16-diene). Run at time 1.5 hour. Isolated yield 106.6%. RXN SMILES: [H-].[Al+3].[Li+].[H-].[H-].[H-].[CH3:7][C:8]1([CH3:36])[C:32](=[O:33])[CH2:31][CH2:30][C@@:29]2([CH3:34])[C:9]1=[CH:10][CH2:11][C@@H:12]1[C@@H:28]2[CH2:27][CH2:26][C@@:25]2([CH3:35])[C@H:13]1[CH2:14][CH:15]=[C:16]2[C@H:17]([CH3:24])[CH2:18][CH2:19][CH2:20][CH:21]([CH3:23])[CH3:22].O>C(OCC)C>[OH:33][C@H:32]1[CH2:31][CH2:30][C@@:29]2([CH3:34])[C:9](=[CH:10][CH2:11][C@@H:12]3[C@@H:28]2[CH2:27][CH2:26][C@@:25]2([CH3:35])[C@H:13]3[CH2:14][CH:15]=[C:16]2[C@H:17]([CH3:24])[CH2:18][CH2:19][CH2:20][CH:21]([CH3:23])[CH3:22])[C:8]1([CH3:36])[CH3:7] |f:0.1.2.3.4.5|. The reactants are CC1(C2=CC[C@H]3[C@@H]4CC=C([C@@H](CCCC(C)C)C)[C@]4(CC[C@@H]3[C@]2(CCC1=O)C)C)C (4,4-dimethylcholesta-5,16-dien-3-one), [H-].[Al+3].[Li+].[H-].[H-].[H-] (lithium aluminium hydride), O (Water). The reactants are BrC=1C(=C2C(=NC1)NC=C2NC(=O)C=2C=NN(C2)CC2=CC=C(C=C2)OC)N2C[C@@H](CCC2)NC(OC(C)(C)C)=O ((R)-tert-butyl 1-(5-bromo-3-(1-(4-methoxybenzyl)-1H-pyrazole-4-carboxamido)-1H-pyrrolo[2,3-b]pyridin-4-yl)piperidin-3-ylcarbamate), C(=O)(C(F)(F)F)O (TFA), C(Cl)Cl (DCM). Conditions: temperature 65 celsius, time 1 hour. Product: Cl.N[C@H]1CN(CCC1)C1=C2C(=NC=C1Br)NC=C2NC(=O)C=2C=NNC2 ((R)—N-(4-(3-aminopiperidin-1-yl)-5-bromo-1H-pyrrolo[2,3-b]pyridin-3-yl)-1H-pyrazole-4-carboxamide hydrochloride). Yield: 50.0%. RXN SMILES: [Br:1][C:2]1[C:3]([N:28]2[CH2:33][CH2:32][CH2:31][C@@H:30]([NH:34]C(=O)OC(C)(C)C)[CH2:29]2)=[C:4]2[C:10]([NH:11][C:12]([C:14]3[CH:15]=[N:16][N:17](CC4C=CC(OC)=CC=4)[CH:18]=3)=[O:13])=[CH:9][NH:8][C:5]2=[N:6][CH:7]=1.C(O)(C(F)(F)F)=O.C(Cl)[Cl:50]>>[ClH:50].[NH2:34][C@@H:30]1[CH2:31][CH2:32][CH2:33][N:28]([C:3]2[C:2]([Br:1])=[CH:7][N:6]=[C:5]3[NH:8][CH:9]=[C:10]([NH:11][C:12]([C:14]4[CH:18]=[N:17][NH:16][CH:15]=4)=[O:13])[C:4]=23)[CH2:29]1 |f:3.4|. Procedure details: A solution of (R)-tert-butyl 1-(5-bromo-3-(1-(4-methoxybenzyl)-1H-pyrazole-4-carboxamido)-1H-pyrrolo[2,3-b]pyridin-4-yl)piperidin-3-ylcarbamate (120 mg, 0.192 mmol) in DCM (3 mL) was treated with TFA (1 mL) at room temperature for 30 minutes. The reaction was then concentrated in vacuo and azeotroped with toluene. The resulting residue was dissolved in neat TFA (5 mL) and stirred at 65° C. for 1 hour. The reaction mixture was then concentrated in vacuo, and the residue obtained was purified by r...